From a dataset of the Open Reaction Database (ORD), a public repository of structured organic reaction records. describe an organic reaction: reactants, conditions, products, and yield The reactants are ClCC1=CC=CC(=N1)C(=O)NC1=C(C=C(C=C1)N1CCCCC1)C(NC1=NN(C=C1)C1=CC(=CC=C1)C(F)(F)F)=O (6-(chloromethyl)-N-(4-(piperidin-1-yl)-2-((1-(3-(trifluoromethyl)phenyl)-1H-pyrazol-3-yl)carbamoyl)phenyl)picolinamide), C([O-])([O-])=O.[K+].[K+] (potassium carbonate), CNCCOCCOCCOCCC(=O)OC(C)(C)C (tert-butyl 3-(2-(2-(2-(methylamino)ethoxy)ethoxy)ethoxy)-propanoate), [I-].[K+] (potassium iodide). Solvent: CN(C=O)C (N,N-dimethylformamide), O (water). Conditions: temperature 70 celsius, time 2.5 hour. Yields the product N1(CCCCC1)C1=CC(=C(C=C1)NC(=O)C1=CC=CC(=N1)CN(CCOCCOCCOCCC(=O)OC(C)(C)C)C)C(NC1=NN(C=C1)C1=CC(=CC=C1)C(F)(F)F)=O (tert-butyl 3-(2-(2-(2-(((6-((4-(piperidin-1-yl)-2-((1-(3-(trifluoromethyl)-phenyl)-1H-pyrazol-3-yl)carbamoyl)phenyl)carbamoyl)pyridin-2-yl)methyl)(methyl)-amino)ethoxy)ethoxy)ethoxy)propanoate). As a reaction SMILES: Cl[CH2:2][C:3]1[N:8]=[C:7]([C:9]([NH:11][C:12]2[CH:17]=[CH:16][C:15]([N:18]3[CH2:23][CH2:22][CH2:21][CH2:20][CH2:19]3)=[CH:14][C:13]=2[C:24](=[O:41])[NH:25][C:26]2[CH:30]=[CH:29][N:28]([C:31]3[CH:36]=[CH:35][CH:34]=[C:33]([C:37]([F:40])([F:39])[F:38])[CH:32]=3)[N:27]=2)=[O:10])[CH:6]=[CH:5][CH:4]=1.[CH3:42][NH:43][CH2:44][CH2:45][O:46][CH2:47][CH2:48][O:49][CH2:50][CH2:51][O:52][CH2:53][CH2:54][C:55]([O:57][C:58]([CH3:61])([CH3:60])[CH3:59])=[O:56].[I-].[K+].C(=O)([O-])[O-].[K+].[K+]>CN(C)C=O.O>[N:18]1([C:15]2[CH:16]=[CH:17][C:12]([NH:11][C:9]([C:7]3[N:8]=[C:3]([CH2:2][N:43]([CH3:42])[CH2:44][CH2:45][O:46][CH2:47][CH2:48][O:49][CH2:50][CH2:51][O:52][CH2:53][CH2:54][C:55]([O:57][C:58]([CH3:60])([CH3:59])[CH3:61])=[O:56])[CH:4]=[CH:5][CH:6]=3)=[O:10])=[C:13]([C:24](=[O:41])[NH:25][C:26]3[CH:30]=[CH:29][N:28]([C:31]4[CH:36]=[CH:35][CH:34]=[C:33]([C:37]([F:40])([F:39])[F:38])[CH:32]=4)[N:27]=3)[CH:14]=2)[CH2:19][CH2:20][CH2:21][CH2:22][CH2:23]1 |f:2.3,4.5.6|. Procedure: Into a 50-mL round bottom flask, was placed a solution of 6-(chloromethyl)-N-(4-(piperidin-1-yl)-2-((1-(3-(trifluoromethyl)phenyl)-1H-pyrazol-3-yl)carbamoyl)phenyl)picolinamide (170 mg, 0.29 mmol, 1.00 equiv) in N,N-dimethylformamide (5 mL), tert-butyl 3-(2-(2-(2-(methylamino)ethoxy)ethoxy)ethoxy)-propanoate (255 mg, 0.88 mmol, 3.00 equiv), potassium iodide (24.2 mg, 0.15 mmol, 0.50 equiv), and potassium carbonate (79.5 mg, 0.58 mmol, 1.97 equiv). The resulting solution was stirred for 2.5 h at ... Starting materials: O=C([O-])[O-], Cc1ccccc1B(O)O, COCCOC, O=C1Nc2cccc(I)c2C1=Cc1ccc[nH]1, [Na+], [Na+]. Yields the product Cc1ccccc1-c1cccc2c1C(=Cc1ccc[nH]1)C(=O)N2. As a reaction SMILES: [C:18](=[O:19])([O-:20])[O-:21].[CH3:24][c:25]1[c:26]([B:31]([OH:32])[OH:33])[cH:27][cH:28][cH:29][cH:30]1.[CH3:34][O:35][CH2:36][CH2:37][O:38][CH3:39].[I:1][c:2]1[c:3]2[c:7]([cH:8][cH:9][cH:10]1)[NH:6][C:5](=[O:11])[C:4]2=[CH:12][c:13]1[nH:14][cH:15][cH:16][cH:17]1.[Na+:22].[Na+:23]>>[c:2]1(-[c:26]2[c:25]([CH3:24])[cH:30][cH:29][cH:28][cH:27]2)[c:3]2[c:7]([cH:8][cH:9][cH:10]1)[NH:6][C:5](=[O:11])[C:4]2=[CH:12][c:13]1[nH:14][cH:15][cH:16][cH:17]1. Starting materials: NC(=O)N (urea), N(=O)[O-].[Na+] (sodium nitrite), NC=1C=C(C(=S)O)C=CC1C1=CC=CC=C1 (3-Amino-4-phenylthiobenzoic acid), S(O)(O)(=O)=O (sulfuric acid), N(=O)O (nitrous acid), S(O)(O)(=O)=O (sulfuric acid), S(=O)(=O)([O-])[O-].[Na+].[Na+] (sodium sulfate). Run in O (water), O (water), O (water). Run at temperature -5 celsius, time 2 hour. Product: OC=1C=C(C(=S)OC)C=CC1C1=CC=CC=C1 (methyl 3-hyroxy-4-phenylthiobenzoate). RXN SMILES: N[C:2]1[CH:3]=[C:4]([CH:8]=[CH:9][C:10]=1[C:11]1[CH:16]=[CH:15][CH:14]=[CH:13][CH:12]=1)[C:5](O)=[S:6].S(=O)(=O)(O)O.N([O-])=O.[Na+].N[C:27](N)=[O:28].N(O)=[O:31].S([O-])([O-])(=O)=O.[Na+].[Na+]>O>[OH:31][C:2]1[CH:3]=[C:4]([CH:8]=[CH:9][C:10]=1[C:11]1[CH:16]=[CH:15][CH:14]=[CH:13][CH:12]=1)[C:5]([O:28][CH3:27])=[S:6] |f:2.3,6.7.8|. Reported procedure: 3-Amino-4-phenylthiobenzoic acid (110.27 g) is added to a heated solution of conc. sulfuric acid (81 ml) in water (400 ml), and the mixture is heated with stirring for 2 hours and then cooled to -5° C. with an ice-sodium chloride bath. To the mixture is added a solution of sodium nitrite (36.25 g) in water (80 ml) which is previously ice-cooled over a period of about one hour. The mixture is further stirred at 0°-5° C. for 30 minutes. To the mixture is added urea (2 g), and the mixture is stirre... Starting materials: NC(C1CCN(CC1)C1=NC2=CC=C(C(=C2C=C1)NC(CC1CCCCC1)=O)Cl)=NO (N-[2-[4[amino(hydroxyimino)methyl]-1-piperidinyl]-6-chloro-5-quinolinyl]-cyclohexaneacetamide), C(=S)(N1C=NC=C1)N1C=NC=C1 (1,1′-thiocarbonyldiimidazole), O1CCCC1 (tetrahydrofuran). Run in C(Cl)(Cl)Cl.CO (chloroform methanol). Reaction conditions: time 1 hour. Yields the product ClC=1C(=C2C=CC(=NC2=CC1)N1CCC(CC1)C1=NSC(N1)=O)NC(CC1CCCCC1)=O (N-[6-Chloro-2-[4-(4,5-dihydro-5-oxo-1,2,4-thiadiazol-3-yl)-1-piperidinyl]-5-quinolinyl]-cyclohexaneacetamide). Reaction SMILES: [NH2:1][C:2](=[N:30]O)[CH:3]1[CH2:8][CH2:7][N:6]([C:9]2[CH:18]=[CH:17][C:16]3[C:11](=[CH:12][CH:13]=[C:14]([Cl:29])[C:15]=3[NH:19][C:20](=[O:28])[CH2:21][CH:22]3[CH2:27][CH2:26][CH2:25][CH2:24][CH2:23]3)[N:10]=2)[CH2:5][CH2:4]1.[C:32](N1C=CN=C1)(N1C=CN=C1)=[S:33].[O:44]1CCCC1>C(Cl)(Cl)Cl.CO>[Cl:29][C:14]1[C:15]([NH:19][C:20](=[O:28])[CH2:21][CH:22]2[CH2:27][CH2:26][CH2:25][CH2:24][CH2:23]2)=[C:16]2[C:11](=[CH:12][CH:13]=1)[N:10]=[C:9]([N:6]1[CH2:7][CH2:8][CH:3]([C:2]3[NH:1][C:32](=[O:44])[S:33][N:30]=3)[CH2:4][CH2:5]1)[CH:18]=[CH:17]2 |f:3.4|. Procedure details: To a stirred solution of N-[2-[4[amino(hydroxyimino)methyl]-1-piperidinyl]-6-chloro-5-quinolinyl]-cyclohexaneacetamide (Example 102(a)) (0.1 g) in tetrahydrofuran (2 mL) was added 1,1′-thiocarbonyldiimidazole (0.042 g). After stirring for 1 hour, silica (1 g) in chloroform:methanol (5:1) (12 mL) was added and the mixture was stirred for a further 12 hours. The solvent was removed under vacuum, the resulting solid was taken up in methanol (20 mL) and was purified by Varian NH2 cartridge (methanol... The reactants are C=CCOC(=O)N1CCC(=O)C1, [Li]CCCC, C#C[Si](C)(C)C, CCCCCC, CCOC(C)=O, [Cl-], [NH4+], C1CCOC1. Yields the product C=CCOC(=O)N1CCC(O)(C#C[Si](C)(C)C)C1. As a reaction SMILES: [CH2:12]([CH:13]=[CH2:14])[O:15][C:16](=[O:17])[N:18]1[CH2:19][C:20](=[O:23])[CH2:21][CH2:22]1.[CH2:7]([Li:8])[CH2:9][CH2:10][CH3:11].[CH3:1][Si:2]([CH3:3])([CH3:4])[C:5]#[CH:6].[CH3:31][CH2:32][CH2:33][CH2:34][CH2:35][CH3:36].[CH3:37][CH2:38][O:39][C:40](=[O:41])[CH3:42].[Cl-:24].[NH4+:25].[O:26]1[CH2:27][CH2:28][CH2:29][CH2:30]1>>[CH3:1][Si:2]([CH3:3])([CH3:4])[C:5]#[C:6][C:20]1([OH:23])[CH2:19][N:18]([C:16]([O:15][CH2:12][CH:13]=[CH2:14])=[O:17])[CH2:22][CH2:21]1.